Dataset: the Open Reaction Database (ORD), a public repository of structured organic reaction records. Task: describe an organic reaction: reactants, conditions, products, and yield Reactants: FC1=CC(=CC(=C1)[N+](=O)[O-])I (1-fluoro-3-iodo-5-nitrobenzene), C1(=CC=CC=C1)B(O)O (phenyl boronic acid), C1(=C(C=CC=C1)P(C1=C(C=CC=C1)C)C1=C(C=CC=C1)C)C (tri-o-tolylphosphine), C([O-])([O-])=O.[Na+].[Na+] (sodium carbonate). The reagents and catalysts are CC(=O)[O-].CC(=O)[O-].[Pd+2] (Pd(OAc)2). The solvent is C(OC)COC (dimethoxyethane), C(C)(=O)OCC (ethyl acetate), O (water). Product: FC=1C=C(C=C(C1)[N+](=O)[O-])C1=CC=CC=C1 (3-fluoro-5-nitrobiphenyl). Reaction SMILES: [F:1][C:2]1[CH:7]=[C:6]([N+:8]([O-:10])=[O:9])[CH:5]=[C:4](I)[CH:3]=1.[C:12]1(B(O)O)[CH:17]=[CH:16][CH:15]=[CH:14][CH:13]=1.C1(C)C=CC=CC=1P(C1C=CC=CC=1C)C1C=CC=CC=1C.C(=O)([O-])[O-].[Na+].[Na+]>C(OCC)(=O)C.CC([O-])=O.CC([O-])=O.[Pd+2].O.C(COC)OC>[F:1][C:2]1[CH:3]=[C:4]([C:12]2[CH:17]=[CH:16][CH:15]=[CH:14][CH:13]=2)[CH:5]=[C:6]([N+:8]([O-:10])=[O:9])[CH:7]=1 |f:3.4.5,7.8.9|. Procedure: A suspension of 1-fluoro-3-iodo-5-nitrobenzene (11.0 g, 41.3 mmol), phenyl boronic acid (5.54 g, 45.4 mmol), tri-o-tolylphosphine (1.26 g, 4.13 mmol), Pd(OAc)2 (0.463 g, 2.07 mmol), and sodium carbonate (6.57 g, 62.0 mmol) in 4:1 dimethoxyethane: water (80 mL) was heated to 100° C. in a sealed tube for 6 hours. Upon cooling to ambient temperature, the reaction mixture was diluted with ethyl acetate (500 mL) and filtered through CELITE. The organic layer was washed with brine (500 mL) and concent... The reactants are O=C(O)c1ccc(Br)c(Cl)c1, [Li]CCCC, CSSC, CC(C)NC(C)C, Cl, C1CCOC1. Yields the product CSc1c(C(=O)O)ccc(Br)c1Cl. Reaction SMILES: [Br:13][c:14]1[c:15]([Cl:23])[cH:16][c:17]([C:18](=[O:19])[OH:20])[cH:21][cH:22]1.[CH2:1]([Li:2])[CH2:3][CH2:4][CH3:5].[CH3:24][S:25][S:26][CH3:27].[CH:6]([NH:7][CH:8]([CH3:9])[CH3:10])([CH3:11])[CH3:12].[ClH:28].[O:29]1[CH2:30][CH2:31][CH2:32][CH2:33]1>>[Br:13][c:14]1[c:15]([Cl:23])[c:16]([S:25][CH3:24])[c:17]([C:18](=[O:19])[OH:20])[cH:21][cH:22]1. The reactants are CC(C)=O, CC(O)c1cc2c(Cl)cc(F)c(-n3c(=O)cc(C(F)(F)F)n(C)c3=O)c2o1, O. The product is CC(=O)c1cc2c(Cl)cc(F)c(-n3c(=O)cc(C(F)(F)F)n(C)c3=O)c2o1. RXN SMILES: [CH3:29][C:30](=[O:31])[CH3:32].[Cl:1][c:2]1[cH:3][c:4]([F:27])[c:5](-[n:14]2[c:15](=[O:26])[n:16]([CH3:25])[c:17]([C:21]([F:22])([F:23])[F:24])[cH:18][c:19]2=[O:20])[c:6]2[c:7]1[cH:8][c:9]([CH:11]([CH3:12])[OH:13])[o:10]2.[OH2:28]>>[Cl:1][c:2]1[cH:3][c:4]([F:27])[c:5](-[n:14]2[c:15](=[O:26])[n:16]([CH3:25])[c:17]([C:21]([F:22])([F:23])[F:24])[cH:18][c:19]2=[O:20])[c:6]2[c:7]1[cH:8][c:9]([C:11]([CH3:12])=[O:13])[o:10]2. Starting materials: CC(C)([O-])C.[K+] (potassium tert-butoxide), [Br-].C(C)OC(=O)C=1C(=NC=CC1)C[P+](C)(C)C ((3-ethoxycarbonyl-pyridin-2-ylmethyl)-trimethyl-phosphonium bromide), C(C1=CC=CC=C1)N([C@@H](C=O)CC1=C(C=CC=C1)F)CC1=CC=CC=C1 ((R)-2-dibenzylamino-3-(2-fluoro-phenyl)-propionaldehyde). Run in CCOCC (ether), CCOCC (ether). Run at temperature -78 celsius, time 16 hour. Yields the product COC(C1=C(N=CC=C1)\C=C\[C@@H](CC1=C(C=CC=C1)F)N(CC1=CC=CC=C1)CC1=CC=CC=C1)=O (2-[(E)-(R)-3-Dibenzylamino-4-(2-fluoro-phenyl)-but-1-enyl]-nicotinic acid methyl ester). As a reaction SMILES: [Br-].[CH2:2]([O:4][C:5]([C:7]1[C:8]([CH2:13][P+](C)(C)C)=[N:9][CH:10]=[CH:11][CH:12]=1)=[O:6])C.CC(C)([O-])C.[K+].[CH2:24]([N:31]([CH2:43][C:44]1[CH:49]=[CH:48][CH:47]=[CH:46][CH:45]=1)[C@H:32]([CH2:35][C:36]1[CH:41]=[CH:40][CH:39]=[CH:38][C:37]=1[F:42])[CH:33]=O)[C:25]1[CH:30]=[CH:29][CH:28]=[CH:27][CH:26]=1>CCOCC>[CH3:2][O:4][C:5](=[O:6])[C:7]1[CH:12]=[CH:11][CH:10]=[N:9][C:8]=1/[CH:13]=[CH:33]/[C@H:32]([N:31]([CH2:24][C:25]1[CH:30]=[CH:29][CH:28]=[CH:27][CH:26]=1)[CH2:43][C:44]1[CH:45]=[CH:46][CH:47]=[CH:48][CH:49]=1)[CH2:35][C:36]1[CH:41]=[CH:40][CH:39]=[CH:38][C:37]=1[F:42] |f:0.1,2.3|. Procedure: To a suspension of (3-ethoxycarbonyl-pyridin-2-ylmethyl)-trimethyl-phosphonium bromide (0.9 g, 2.6 mmol) in 50 mL of ether is added potassium tert-butoxide (0.32 g, 2.9 mmol) and the reaction is heated at reflux for 30 minutes. The reaction is then cooled to −78° C., a solution of (R)-2-dibenzylamino-3-(2-fluoro-phenyl)-propionaldehyde (1.8 g, 3.5 mmol) in 10 mL of ether is added, and the reaction is allowed to stir at room temperature for 16 hours. The reaction is then concentrated under reduce... Starting materials: N1N=CN=C1 (1,2,4-triazole), ClC1=C(SC=2N=CN=C(C21)NCC2=CC(=CC=C2)[N+](=O)[O-])C (5-chloro-6-methyl-4-(3-nitrobenzylamino)-thieno-[2,3-d]-pyrimidine). Yields the product N1(N=CN=C1)C=1N=C(C2=C(N1)SC(=C2)C)NCC2=CC(=CC=C2)[N+](=O)[O-] (2-(1,2,4-triazol-1-yl)-6-methyl-4-(3-nitrobenzylamino)-thieno-[2,3-d]-pyrimidine). RXN SMILES: [NH:1]1[CH:5]=[N:4][CH:3]=[N:2]1.Cl[C:7]1[C:15]2[C:14]([NH:16][CH2:17][C:18]3[CH:23]=[CH:22][CH:21]=[C:20]([N+:24]([O-:26])=[O:25])[CH:19]=3)=[N:13][CH:12]=[N:11][C:10]=2[S:9][C:8]=1[CH3:27]>>[N:1]1([C:12]2[N:13]=[C:14]([NH:16][CH2:17][C:18]3[CH:23]=[CH:22][CH:21]=[C:20]([N+:24]([O-:26])=[O:25])[CH:19]=3)[C:15]3[CH:7]=[C:8]([CH3:27])[S:9][C:10]=3[N:11]=2)[CH:5]=[N:4][CH:3]=[N:2]1. Procedure: Following the procedure of Example 97, the reaction of 1,2,4-triazole with 5-chloro-6-methyl-4-(3-nitrobenzylamino)-thieno-[2,3-d]-pyrimidine gives 2-(1,2,4-triazol-1-yl)-6-methyl-4-(3-nitrobenzylamino)-thieno-[2,3-d]-pyrimidine. Run in CC(=O)C (acetone), CC(=O)C (acetone). Reaction SMILES: [CH2:1]([O:3][C:4]([C:6]1[C:7]([Cl:16])=[N:8][C:9]2[C:14]([N:15]=1)=[CH:13][CH:12]=[CH:11][CH:10]=2)=[O:5])[CH3:2].C.[CH2:18]([NH:22][C:23]([NH:25][CH2:26][CH2:27][CH2:28][CH3:29])=[S:24])[CH2:19][CH2:20][CH3:21]>CC(C)=O>[ClH:16].[CH2:1]([O:3][C:4]([C:6]1[C:7]([S:24][C:23]([NH:25][CH2:26][CH2:27][CH2:28][CH3:29])=[N:22][CH2:18][CH2:19][CH2:20][CH3:21])=[N:8][C:9]2[C:14]([N:15]=1)=[CH:13][CH:12]=[CH:11][CH:10]=2)=[O:5])[CH3:2] |f:4.5|. Yields the product Cl.C(C)OC(=O)C=1C(=NC2=CC=CC=C2N1)SC(=NCCCC)NCCCC (2-[(Butylamino)(butylimino)methylthio]-3-quinoxalinecarboxylic acid ethyl ester, hydrochloride). Reported procedure: 2-Chloro-3-quinoxalinecarboxylic acid ethyl ester (7.10 g., 0.03 mole) was dissolved in 125 ml. of acetone treated with Norit and filtered. The filtrate was added to 5.650 g. (0.03 mole) of 1,3-di-n-butylthiourea in 100 ml. of acetone. The solution was stirred at reflux under a nitrogen atmosphere for 6 hours, allowed to cool to room temperature, and stirred an additional 17 hours. The red solution was treated with Norit, filtered, and concentrated to a volume of 100 ml. The yellow solid that cr... Yield: 47.5%. Reactants: C(C)OC(=O)C=1C(=NC2=CC=CC=C2N1)Cl (2-Chloro-3-quinoxalinecarboxylic acid ethyl ester), C (Norit), C(CCC)NC(=S)NCCCC (1,3-di-n-butylthiourea), C (Norit). Starting materials: C(CCCC(C)C)(=O)C1=CC=CC=C1 (isoheptanophenone), C(CCC)[Li] (n-butyl lithium), [Al+3].[Cl-].[Cl-].[Cl-] (AlCl3), C(CC(=O)C)(=O)OC (methyl acetoacetate), [H-].[Na+] (NaH), acid chloride. Run in O1CCCC1 (tetrahydrofuran), CCCCCC (hexane), C1=CC=CC=C1 (benzene). The product is OC1=CC(OC(C1)(C1=CC=CC=C1)CCCC(C)C)=O (5,6-Dihydro-4-hydroxy-6-(4-methylpentyl)-6-phenyl-2H-pyran-2-one), C(CCCC(C)C)(=O)C1=CC=CC=C1 (Isoheptanophenone). RXN SMILES: [C:1](OC)(=[O:6])[CH2:2][C:3]([CH3:5])=[O:4].[H-].[Na+].C([Li])CCC.[C:16]([C:24]1[CH:29]=[CH:28][CH:27]=[CH:26][CH:25]=1)(=[O:23])[CH2:17][CH2:18][CH2:19][CH:20]([CH3:22])[CH3:21].[Al+3].[Cl-].[Cl-].[Cl-]>CCCCCC.C1C=CC=CC=1.O1CCCC1>[OH:4][C:3]1[CH2:5][C:16]([CH2:17][CH2:18][CH2:19][CH:20]([CH3:22])[CH3:21])([C:24]2[CH:25]=[CH:26][CH:27]=[CH:28][CH:29]=2)[O:23][C:1](=[O:6])[CH:2]=1.[C:16]([C:24]1[CH:25]=[CH:26][CH:27]=[CH:28][CH:29]=1)(=[O:23])[CH2:17][CH2:18][CH2:19][CH:20]([CH3:22])[CH3:21] |f:1.2,5.6.7.8|. Procedure: The title compound was prepared as described in General Method 1 using 14.2 mmol of methyl acetoacetate, 15.6 mmol of NaH 60% dispersion in oil, 14.9 mmol of 1.6M n-butyl lithium in hexane, 14.2 mmol of isoheptanophenone and 50 mL of tetrahydrofuran. Isoheptanophenone was prepared by reacting the appropriate acid chloride with AlCl3 in benzene as described by Vogel in Practical Organic Chemistry 1978, 770-775. Upon concentrating the reaction, a solid precipitated out which was recrystallized fro...